Task: describe an organic reaction: reactants, conditions, products, and yield. Dataset: the Open Reaction Database (ORD), a public repository of structured organic reaction records Starting materials: N#Cc1ccc(CBr)cc1, CS(C)=O, Cc1ccccc1, [K+], [K+], O=C1NCCN1, O=C([O-])[O-], O. Yields the product N#Cc1ccc(CN2CCNC2=O)cc1. As a reaction SMILES: [C:1](#[N:2])[c:3]1[cH:4][cH:5][c:6]([CH2:7][Br:8])[cH:9][cH:10]1.[CH3:24][S:25]([CH3:26])=[O:27].[CH3:28][c:29]1[cH:30][cH:31][cH:32][cH:33][cH:34]1.[K+:11].[K+:12].[NH:17]1[C:18](=[O:22])[NH:19][CH2:20][CH2:21]1.[O-:13][C:14]([O-:15])=[O:16].[OH2:23]>>[C:1](#[N:2])[c:3]1[cH:4][cH:5][c:6]([CH2:7][N:17]2[C:18](=[O:22])[NH:19][CH2:20][CH2:21]2)[cH:9][cH:10]1. Starting materials: O.C([O-])(O)=O.[Na+] (sodium bicarbonate water), C(C)(C)N(CC)C(C)C (IPEA), [I-].[Na+] (sodium iodide), NC(CN(CC(C(=O)OCC)Cl)C(=O)OC)C1=CC(=C(C(=C1)F)F)F (ethyl 3-{[2-amino-2-(3,4,5-trifluorophenyl)ethyl]methoxycarbonylamino}-2-chloropropionate). Run in C(C)(=O)OCC (ethyl acetate), C1CCOC1 (THF). Conditions: temperature 80 celsius, time 4 hour. Yields the product COC(=O)N1CC(NC(C1)C1=CC(=C(C(=C1)F)F)F)C(=O)OCC (5-(3,4,5-trifluorophenyl)piperazine-1,3-dicarboxylic acid 3-ethyl ester 1-methyl ester). Isolated yield 54.0%. RXN SMILES: C(N(C(C)C)CC)(C)C.[I-].[Na+].[NH2:12][CH:13]([C:28]1[CH:33]=[C:32]([F:34])[C:31]([F:35])=[C:30]([F:36])[CH:29]=1)[CH2:14][N:15]([C:24]([O:26][CH3:27])=[O:25])[CH2:16][CH:17](Cl)[C:18]([O:20][CH2:21][CH3:22])=[O:19].O.C(=O)(O)[O-].[Na+]>C1COCC1.C(OCC)(=O)C>[CH3:27][O:26][C:24]([N:15]1[CH2:14][CH:13]([C:28]2[CH:33]=[C:32]([F:34])[C:31]([F:35])=[C:30]([F:36])[CH:29]=2)[NH:12][CH:17]([C:18]([O:20][CH2:21][CH3:22])=[O:19])[CH2:16]1)=[O:25] |f:1.2,4.5.6|. Procedure details: IPEA (1.85 mL) and sodium iodide (795 mg) were added to a solution of ethyl 3-{[2-amino-2-(3,4,5-trifluorophenyl)ethyl]methoxycarbonylamino}-2-chloropropionate (2.03 g) in THF (20 mL), and the reaction solution was stirred at 80° C. for four hours. The reaction solution was left to cool to room temperature. Then, ethyl acetate and saturated sodium bicarbonate water were added to the reaction solution, and the organic layer was separated. The resulting organic layer was dried over anhydrous magne... Starting materials: C(C)(C)N(C(C)C)CC (N,N-diisopropylethylamine), ClC1=C(C=C(C=C1)N1CCC(CC1)C(=O)O)OC (1-(4-chloro-3-methoxyphenyl)piperidine-4-carboxylic acid), Cl.CNOC (N,O-dimethylhydroxylamine hydrochloride), Cl.C(C)N=C=NCCCN(C)C (1-ethyl-3-(3-dimethylaminopropyl)carbodiimide hydrochloride). The reagents and catalysts are CN(C1=CC=NC=C1)C (4-(dimethylamino)pyridine). The solvent is C(Cl)Cl (DCM). Run at time 10 minute. Product: ClC1=C(C=C(C=C1)N1CCC(CC1)C(=O)N(C)OC)OC (1-(4-chloro-3-methoxyphenyl)-N-methoxy-N-methylpiperidine-4-carboxamide). RXN SMILES: [Cl:1][C:2]1[CH:7]=[CH:6][C:5]([N:8]2[CH2:13][CH2:12][CH:11]([C:14]([OH:16])=O)[CH2:10][CH2:9]2)=[CH:4][C:3]=1[O:17][CH3:18].Cl.[CH3:20][NH:21][O:22][CH3:23].Cl.C(N=C=NCCCN(C)C)C.C(N(CC)C(C)C)(C)C>CN(C)C1C=CN=CC=1.C(Cl)Cl>[Cl:1][C:2]1[CH:7]=[CH:6][C:5]([N:8]2[CH2:9][CH2:10][CH:11]([C:14]([N:21]([O:22][CH3:23])[CH3:20])=[O:16])[CH2:12][CH2:13]2)=[CH:4][C:3]=1[O:17][CH3:18] |f:1.2,3.4|. Reported procedure: A mixture of 1-(4-chloro-3-methoxyphenyl)piperidine-4-carboxylic acid (9.0 g, 33.4 mmol), N,O-dimethylhydroxylamine hydrochloride (4.88 g, 50.1 mmol) and DCM (15 mL) was treated with 1-ethyl-3-(3-dimethylaminopropyl)carbodiimide hydrochloride (9.59 g, 50.1 mmol) and 4-(dimethylamino)pyridine (0.408 g, 3.34 mmol). The mixture was cooled in an ice bath and treated with N,N-diisopropylethylamine (11.62 mL, 66.7 mmol) over 3 min. After 10 min, the cooling bath was removed and the mixture was stirred... Reactants: [I-].[K+] (potassium iodide), CC1=CC=C(C=C1)C1=C(C=CC=C1)[N+](=O)[O-] (4-methyl-2'-nitro-1,1'-biphenyl), BrN1C(CCC1=O)=O (N-bromosuccinimide), CC(C)(C#N)N=NC(C)(C)C#N (AIBN). The solvent is C(Cl)(Cl)(Cl)Cl (carbon tetrachloride). The product is BrCC1=CC=C(C=C1)C1=C(C=CC=C1)[N+](=O)[O-] (4-Bromomethyl-2'-nitro-1,1'-biphenyl). Yield: 102.1%. As a reaction SMILES: [CH3:1][C:2]1[CH:7]=[CH:6][C:5]([C:8]2[CH:13]=[CH:12][CH:11]=[CH:10][C:9]=2[N+:14]([O-:16])=[O:15])=[CH:4][CH:3]=1.[Br:17]N1C(=O)CCC1=O.CC(N=NC(C#N)(C)C)(C#N)C.[I-].[K+]>C(Cl)(Cl)(Cl)Cl>[Br:17][CH2:1][C:2]1[CH:3]=[CH:4][C:5]([C:8]2[CH:13]=[CH:12][CH:11]=[CH:10][C:9]=2[N+:14]([O-:16])=[O:15])=[CH:6][CH:7]=1 |f:3.4|. Procedure details: A solution of 4-methyl-2'-nitro-1,1'-biphenyl (6.0 g, 28.2 mmol), N-bromosuccinimide (4.99 g, 28.2 mmol) and AIBN (653 mg) in 75 mL of carbon tetrachloride was heated at reflux until a negative potassium iodide test was obtained (1.5 h). The reaction mixture was cooled and filtered. The filtrate was evaporated under vacuum to yield 8.41 g of crude product. 1H NMR revealed the product composition was approximatly 75% monobromo and 10% dibromo, in addition to 15% of unreacted starting material. 1H... The reactants are FC1=C(C(=O)NC2=NN(C=C2)CC2=C(C=C(C=C2)O)C(F)(F)F)C(=CC=C1)F (2,6-difluoro-N-(1-{[4-hydroxy-2-(trifluoromethyl)phenyl]methyl}-1H-pyrazol-3-yl)benzamide), C([O-])([O-])=O.[Cs+].[Cs+] (cesium carbonate), Br.BrCC=1C=NC=CC1 (3-(bromomethyl)pyridine hydrobromide). Run in CS(=O)C (DMSO). Run at time 3 hour. The product is FC(C(=O)O)(F)F.FC1=C(C(=O)NC2=NN(C=C2)CC2=C(C=C(C=C2)OOCC=2C=NC=CC2)C(F)(F)F)C(=CC=C1)F (2,6-Difluoro-N-(1-{[4-[(3-pyridinylmethoxy)oxy]-2-(trifluoromethyl)phenyl]methyl}-1H-pyrazol-3-yl)benzamide trifluoroacetate). Reaction SMILES: [F:1][C:2]1[CH:27]=[CH:26][CH:25]=[C:24]([F:28])[C:3]=1[C:4]([NH:6][C:7]1[CH:11]=[CH:10][N:9]([CH2:12][C:13]2[CH:18]=[CH:17][C:16]([OH:19])=[CH:15][C:14]=2[C:20]([F:23])([F:22])[F:21])[N:8]=1)=[O:5].[C:29](=[O:32])([O-])[O-:30].[Cs+].[Cs+].Br.Br[CH2:37][C:38]1[CH:39]=[N:40][CH:41]=[CH:42][CH:43]=1>CS(C)=O>[F:21][C:20]([F:23])([F:22])[C:29]([OH:30])=[O:32].[F:28][C:24]1[CH:25]=[CH:26][CH:27]=[C:2]([F:1])[C:3]=1[C:4]([NH:6][C:7]1[CH:11]=[CH:10][N:9]([CH2:12][C:13]2[CH:18]=[CH:17][C:16]([O:19][O:30][CH2:37][C:38]3[CH:39]=[N:40][CH:41]=[CH:42][CH:43]=3)=[CH:15][C:14]=2[C:20]([F:23])([F:21])[F:22])[N:8]=1)=[O:5] |f:1.2.3,4.5,7.8|. Reported procedure: To a solution of 2,6-difluoro-N-(1-{[4-hydroxy-2-(trifluoromethyl)phenyl]methyl}-1H-pyrazol-3-yl)benzamide (for a preparation see Example 36)(100 mg, 0.252 mmol) in DMSO (1 ml) was added cesium carbonate (166 mg, 0.509 mmol) and then 3-(bromomethyl)pyridine hydrobromide (89 mg, 0.352 mmol, Aldrich) at ambient temperature under nitrogen. The resulting yellow suspension was stirred for 3 h. The mixture was filtered using a hydrophobic frit and the filtrate diluted with methanol (1 ml). The filtrat... Procedure: 1.00 g (5.23 mmol) 6-cyclopropyl-pyridine-2-carboxylic acid ethyl ester was suspended in 10 mL THF and treated with 350 mg (14.6 mmol) LiOH and 5 mL water at RT for 2.5 h. The reaction mixture was acidified with 4 M aqueous hydrochlorid acid and extracted with EtOAc. The combined organic phases were dried over sodium sulfate, filtered and concentrated in vacuo. The solvent is C1CCOC1 (THF). RXN SMILES: C([O:3][C:4]([C:6]1[CH:11]=[CH:10][CH:9]=[C:8]([CH:12]2[CH2:14][CH2:13]2)[N:7]=1)=[O:5])C.[Li+].[OH-].O.Cl>C1COCC1>[CH:12]1([C:8]2[N:7]=[C:6]([C:4]([OH:5])=[O:3])[CH:11]=[CH:10][CH:9]=2)[CH2:13][CH2:14]1 |f:1.2|. The reactants are C(C)OC(=O)C1=NC(=CC=C1)C1CC1 (6-cyclopropyl-pyridine-2-carboxylic acid ethyl ester), Cl (hydrochlorid), [Li+].[OH-] (LiOH), O (water). Product: C1(CC1)C1=CC=CC(=N1)C(=O)O (6-Cyclopropyl-pyridine-2-carboxylic acid). Procedure details: Methyl lithium in ether (5 ml., 1.5M) is added dropwise with stirring under nitrogen to 4-hydroxy-1'-methyl-10-oxo-9,10-dihydroanthracene-9-spiro-4'-piperidine (0.7 g.) in dry ether (25 ml.) and the mixture is stirred for 1 hour then diluted with water, acidified (2N hydrochloric acid), basified with sodium carbonate, and extracted with ethyl acetate. The ethyl acetate extract is washed with water and with brine, dried (MgSO4), evaporated, and the residue is recrystallised from ethanol to give 4... The solvent is CCOCC (ether), O (water), CCOCC (ether). The product is OC1=CC=CC2=C1C(C1=CC=CC=C1C21CCN(CC1)C)(C)O (4,10-dihydroxy-1',10-dimethyl-9,10-dihydroanthracene-9-spiro-4'-piperidine). Reaction conditions: time 1 hour. As a reaction SMILES: C[Li].[OH:3][C:4]1[C:9]2[C:10](=[O:24])[C:11]3[C:16]([C:17]4([CH2:22][CH2:21][N:20]([CH3:23])[CH2:19][CH2:18]4)[C:8]=2[CH:7]=[CH:6][CH:5]=1)=[CH:15][CH:14]=[CH:13][CH:12]=3.Cl.[C:26](=O)([O-])[O-].[Na+].[Na+]>CCOCC.O>[OH:3][C:4]1[C:9]2[C:10]([OH:24])([CH3:26])[C:11]3[C:16]([C:17]4([CH2:18][CH2:19][N:20]([CH3:23])[CH2:21][CH2:22]4)[C:8]=2[CH:7]=[CH:6][CH:5]=1)=[CH:15][CH:14]=[CH:13][CH:12]=3 |f:3.4.5|. The reactants are OC1=CC=CC2=C1C(C1=CC=CC=C1C21CCN(CC1)C)=O (4-hydroxy-1'-methyl-10-oxo-9,10-dihydroanthracene-9-spiro-4'-piperidine), C([O-])([O-])=O.[Na+].[Na+] (sodium carbonate), C[Li] (Methyl lithium), Cl (hydrochloric acid). Reactants: Cl[Sn]Cl (SnCl2), C1=C(C=CC=2CCCCC12)C(=C)N1CCCC1 ((1-(2-5,6,7,8-tetrahydronaphthyl)vinyl) pyrrolidine), C(C)(=O)C=1C=C2CCCCC2=CC1 (6-acetyltetralin), N1CCCC1 (pyrrolidine), CC1=NC(=C(C(=N1)Cl)[N+](=O)[O-])Cl (2-methyl-4,6-dichloro-5-nitropyrimidine), C(C)(C)N(C(C)C)CC (N,N-diisopropylethylamine), N1CCCCC1 (piperidine), Cl[Sn]Cl (SnCl2). Reagents/catalysts: Cl[Ti](Cl)(Cl)Cl (TiCl4). The solvent is CN(C)C=O (DMF), CCN(CC)CC (NEt3). Product: CC1NCCC(C1)C1=NC=C2C(N1)=CC(=N2)C2=CC=1CCCCC1C=C2 (2-methyl-4-piperidyl-6-(2-5,6,7,8-tetrahydronaphthyl) pyrrolo[3,2-d]pyrimidine). The yield is 33.0%. Reaction SMILES: [CH:1]1[C:10]2[CH2:9][CH2:8][CH2:7][CH2:6][C:5]=2[CH:4]=[CH:3][C:2]=1[C:11]([N:13]1[CH2:17][CH2:16]CC1)=[CH2:12].C(C1C=C2C(=CC=1)CCCC2)(=O)C.N1CCCC1.[CH3:36][C:37]1[N:42]=C(Cl)C([N+]([O-])=O)=[C:39](Cl)[N:38]=1.C([N:51]([CH2:55][CH3:56])[CH:52]([CH3:54])[CH3:53])(C)C.N1CCCCC1.Cl[Sn]Cl>CN(C=O)C.Cl[Ti](Cl)(Cl)Cl.CCN(CC)CC>[CH3:54][CH:52]1[CH2:53][CH:36]([C:37]2[NH:42][C:16]3=[CH:12][C:11]([C:2]4[CH:3]=[CH:4][C:5]5[CH2:6][CH2:7][CH2:8][CH2:9][C:10]=5[CH:1]=4)=[N:13][C:17]3=[CH:39][N:38]=2)[CH2:56][CH2:55][NH:51]1. Reported procedure: Using the method described in Example 30 by employing ((1-(2-5,6,7,8-tetrahydronaphthyl)vinyl) pyrrolidine (freshly prepared before use from 6-acetyltetralin (Lancaster Chemical Company), pyrrolidine and TiCl4 (1.37 g, 6.03 mmol), 2-methyl-4,6-dichloro-5-nitropyrimidine (Example 76(b)) (1.20 g, 6.03 mmol), N,N-diisopropylethylamine (1.0 mL, 6.03 mmol), piperidine (1.0 mL, 9.6 mmol), NEt3 (1.0 mL) and SnCl2 (18 mL of a 2 M soln in DMF). In this example the reaction mixture was stirred at room tem... Starting materials: ClC=1C=CC(=C(C1)C1=NNC=C1NC(=O)C1=NNC=2C=NC=NC21)OC (N-(3-(5-chloro-2-methoxyphenyl)-1H-pyrazol-4-yl)pyrazolo pyrimidine-3-carboxamide), [H-].[Na+] (sodium hydride), BrC(C(=O)OCC)F (ethyl bromofluoroacetate). The solvent is CN(C)C=O (DMF). Reaction conditions: time 8 hour. Yields the product ClC=1C=CC(=C(C1)C1=NN(C=C1NC(=O)C=1C=NN2C1N=CC=C2)C(C(=O)O)F)OC (2-(3-(5-chloro-2-methoxyphenyl)-4-(pyrazolo[1,5-a]pyrimidine-3-carboxamido)-1H-pyrazol-1-yl)-2-fluoroacetic acid). The yield is 59.8%. Reaction SMILES: [Cl:1][C:2]1[CH:3]=[CH:4][C:5]([O:25][CH3:26])=[C:6]([C:8]2[C:12]([NH:13][C:14]([C:16]3[C:24]4[N:23]=[CH:22]N=CC=4NN=3)=[O:15])=[CH:11][NH:10][N:9]=2)[CH:7]=1.[H-].[Na+].Br[CH:30]([F:36])[C:31]([O:33]CC)=[O:32]>CN(C=O)C>[Cl:1][C:2]1[CH:3]=[CH:4][C:5]([O:25][CH3:26])=[C:6]([C:8]2[C:12]([NH:13][C:14]([C:16]3[CH:11]=[N:10][N:9]4[CH:8]=[CH:6][CH:22]=[N:23][C:24]=34)=[O:15])=[CH:11][N:10]([CH:30]([F:36])[C:31]([OH:33])=[O:32])[N:9]=2)[CH:7]=1 |f:1.2|. Procedure details: To N-(3-(5-chloro-2-methoxyphenyl)-1H-pyrazol-4-yl)pyrazolo pyrimidine-3-carboxamide (37.1 mg, 0.10 mmol) in 1.5 DMF was added sodium hydride (10 mg, 0.40 mmol) and the mixture stirred for 5 min at which time ethyl bromofluoroacetate (37 mg, 0.20 mmol) was added. The mixture was stirred overnight, then purified by reverse phase HPLC and lyophilized to afford 13.3 mg (30%) of 2-(3-(5-chloro-2-methoxyphenyl)-4-(pyrazolo[1,5-a]pyrimidine-3-carboxamido)-1H-pyrazol-1-yl)-2-fluoroacetic acid as a colo...